The task is: describe an organic reaction: reactants, conditions, products, and yield. This data is from the Open Reaction Database (ORD), a public repository of structured organic reaction records. Starting materials: O1COC2=C1C=CC=C2C=O (benzo[1,3]dioxole-4-carbaldehyde), [Li]C (MeLi). Run in C1CCOC1 (THF), C(C)OCC (diethyl ether). Reaction conditions: time 8 hour. Yields the product O1COC2=C1C=CC=C2C(C)O (1-benzo[1,3]dioxol-4-ylethanol). The yield is 99.4%. RXN SMILES: [O:1]1[C:5]2[CH:6]=[CH:7][CH:8]=[C:9]([CH:10]=[O:11])[C:4]=2[O:3][CH2:2]1.[Li][CH3:13]>C1COCC1.C(OCC)C>[O:1]1[C:5]2[CH:6]=[CH:7][CH:8]=[C:9]([CH:10]([OH:11])[CH3:13])[C:4]=2[O:3][CH2:2]1. Procedure: To a solution of benzo[1,3]dioxole-4-carbaldehyde (10 g, 66.7 mmol) in 200 mL THF at −78° C. was added, via addition funnel, 43.7 mL of a 1.6 M MeLi solution in diethyl ether. The reaction was slowly warmed to room temperature and stirred overnight. A TLC of an aliquot showed reaction was complete. The reaction was then cooled to −78° C. and quenched with saturated aqueous ammonium chloride and concentrated in vacuo. The residue was then extracted with ethyl acetate. The organics were combined, ... Starting materials: CC=1C=C(C=C(C1O)C)CCC(=O)C1=C2C[C@@H]3[C@H](C2=C(S1)C)C3(C)C (3-(3,5-dimethyl-4-hydroxy-phenyl)-1-((1aS,5aR)-1,1,2-trimethyl-1,1a,5,5a-tetrahydro-3-thia-cyclopropa[a]pentalen-4-yl)-propan-1-one), CC=1C=C(C=C(C1O)C)CCC(=O)C1=C2C[C@@H]3[C@H](C2=C(S1)C)C3(C)C (3-(3,5-dimethyl-4-hydroxy-phenyl)-1-((1aS,5aR)-1,1,2-trimethyl-1,1a,5,5a-tetrahydro-3-thia-cyclopropa[a]pentalen-4-yl)-propan-1-one), BrCCCO (3-bromopropanol). Solvent: C(C)(C)O (isopropanol), [OH-].[Na+] (NaOH). Conditions: temperature 70 celsius, time 5 hour. The product is OCCCOC1=C(C=C(C=C1C)CCC(=O)C1=C2C[C@@H]3[C@H](C2=C(S1)C)C3(C)C)C (3-[4-(3-hydroxy-propoxy)-3,5-dimethyl-phenyl]-1-((1aS,5aR)-1,1,2-tri methyl-1,1a,5,5a-tetrahydro-3-thia-cyclopropa[a]pentalen-4-yl)-propan-1-one). The yield is 73.1%. Reaction SMILES: [CH3:1][C:2]1[CH:3]=[C:4]([CH2:10][CH2:11][C:12]([C:14]2[S:21][C:20]([CH3:22])=[C:19]3[C:15]=2[CH2:16][C@H:17]2[C:23]([CH3:25])([CH3:24])[C@H:18]23)=[O:13])[CH:5]=[C:6]([CH3:9])[C:7]=1[OH:8].Br[CH2:27][CH2:28][CH2:29][OH:30]>C(O)(C)C.[OH-].[Na+]>[OH:30][CH2:29][CH2:28][CH2:27][O:8][C:7]1[C:2]([CH3:1])=[CH:3][C:4]([CH2:10][CH2:11][C:12]([C:14]2[S:21][C:20]([CH3:22])=[C:19]3[C:15]=2[CH2:16][C@H:17]2[C:23]([CH3:25])([CH3:24])[C@H:18]23)=[O:13])=[CH:5][C:6]=1[CH3:9] |f:3.4|. Reported procedure: A solution of 3-(3,5-dimethyl-4-hydroxy-phenyl)-1-((1aS,5aR)-1,1,2-trimethyl-1,1a,5,5a-tetrahydro-3-thia-cyclopropa[a]pentalen-4-yl)-propan-1-one (3.00 g, 8.46 mmol, Intermediate 10) in isopropanol (80 mL) and 2 N aq. NaOH (30 mL) is treated with 3-bromopropanol (2.35 g, 16.9 mmol). The dark red reaction mixture is stirred at 70° C. for 5 h. The solvent is removed under reduced pressure and the residue is dissolved in EA and washed twice with water. The organic layer is dried over MgSO4 and evap... Reactants: CC[O-], CCO, CCOC=O, Cl, [Na+], Cc1cc(C(=O)Nc2cccc(C(=O)c3ccc4c(c3)NC(=O)C4)c2)n(C)n1. Yields the product Cc1cc(C(=O)Nc2cccc(C(=O)c3ccc4c(c3)NC(=O)C4=CO)c2)n(C)n1. As a reaction SMILES: [CH3:35][CH2:36][O-:37].[CH3:39][CH2:40][OH:41].[CH:29](=[O:30])[O:31][CH2:32][CH3:33].[ClH:38].[Na+:34].[O:1]=[C:2]1[NH:3][c:4]2[cH:5][c:6]([C:11](=[O:12])[c:13]3[cH:14][c:15]([NH:19][C:20](=[O:21])[c:22]4[n:23]([CH3:28])[n:24][c:25]([CH3:27])[cH:26]4)[cH:16][cH:17][cH:18]3)[cH:7][cH:8][c:9]2[CH2:10]1>>[O:1]=[C:2]1[NH:3][c:4]2[cH:5][c:6]([C:11](=[O:12])[c:13]3[cH:14][c:15]([NH:19][C:20](=[O:21])[c:22]4[n:23]([CH3:28])[n:24][c:25]([CH3:27])[cH:26]4)[cH:16][cH:17][cH:18]3)[cH:7][cH:8][c:9]2[C:10]1=[CH:29][OH:30]. Starting materials: NC=1SC=C(N1)C(F)(F)F (2-Amino-4-trifluoromethylthiazole), ClN1C(CCC1=O)=O (N-chlorosuccinimide). The solvent is C(C)#N (acetonitrile). The product is NC=1SC(=C(N1)C(F)(F)F)Cl (2-Amino-5-chloro-4-trifluoromethylthiazole). As a reaction SMILES: [NH2:1][C:2]1[S:3][CH:4]=[C:5]([C:7]([F:10])([F:9])[F:8])[N:6]=1.[Cl:11]N1C(=O)CCC1=O>C(#N)C>[NH2:1][C:2]1[S:3][C:4]([Cl:11])=[C:5]([C:7]([F:10])([F:9])[F:8])[N:6]=1. Reported procedure: 2-Amino-4-trifluoromethylthiazole (10 g) was dissolved in acetonitrile (80 ml) and N-chlorosuccinimide (8.8 g) was added at room temperature with stirring. The mixture was refluxed for 9 hr and the solvent was removed under reduced pressure. The residue was dissolved in chloroform and washed with cold diluted aqueous sodium hydroxide. The chloroform layer was dried over magnesium sulfate and the solvent was removed under reduced pressure to give crude 2-Amino-5-chloro-4-trifuloromethylthiazole (... Reactants: S(O)(O)(=O)=O (Sulfuric acid), C(C1=CC=CC=C1)OCCC(CCOCC1=CC=CC=C1)(O)CCC1=CC=CC=C1 (1,5-dibenzyloxy-3-(2-phenylethyl)-3-pentanol), C(C)#N (acetonitrile), ice water. Run at time 3 hour. Product: C(C1=CC=CC=C1)OCCC(CCC1=CC=CC=C1)(CCOCC1=CC=CC=C1)NC(C)=O (N-[1,1-Bis(2-benzyloxyethyl)-3-phenylpropyl]acetamide). As a reaction SMILES: S(=O)(=O)(O)[OH:2].[CH2:6]([O:13][CH2:14][CH2:15][C:16]([CH2:28][CH2:29][C:30]1[CH:35]=[CH:34][CH:33]=[CH:32][CH:31]=1)(O)[CH2:17][CH2:18][O:19][CH2:20][C:21]1[CH:26]=[CH:25][CH:24]=[CH:23][CH:22]=1)[C:7]1[CH:12]=[CH:11][CH:10]=[CH:9][CH:8]=1.[C:36](#[N:38])[CH3:37]>>[CH2:6]([O:13][CH2:14][CH2:15][C:16]([NH:38][C:36](=[O:2])[CH3:37])([CH2:17][CH2:18][O:19][CH2:20][C:21]1[CH:26]=[CH:25][CH:24]=[CH:23][CH:22]=1)[CH2:28][CH2:29][C:30]1[CH:35]=[CH:34][CH:33]=[CH:32][CH:31]=1)[C:7]1[CH:12]=[CH:11][CH:10]=[CH:9][CH:8]=1. Procedure: Sulfuric acid (4.2 g) was added to a solution of 1,5-dibenzyloxy-3-(2-phenylethyl)-3-pentanol (5.8 g) in acetonitrile (50 ml) under ice-cooling and the mixture was stirred at room temperature for 3 hours. The mixture was poured into ice-water and extracted with ethyl acetate. The ethyl acetate layer was washed with a saturated aqueous sodium hydrogencarbonate solution and a saturated brine, dried over anhydrous sodium sulfate and concentrated. The residue obtained was purified by silica gel colu... Starting materials: Oc1ccc(Br)cc1Br, CC(C)(C)N, C=O, C1COCCO1. The product is CC(C)(C)NCc1cc(Br)cc(Br)c1O. Reaction SMILES: [Br:8][c:9]1[c:10]([OH:16])[cH:11][cH:12][c:13]([Br:15])[cH:14]1.[C:3]([CH3:4])([CH3:5])([CH3:6])[NH2:7].[CH2:1]=[O:2].[O:17]1[CH2:18][CH2:19][O:20][CH2:21][CH2:22]1>>[CH2:1]([NH:7][C:3]([CH3:4])([CH3:5])[CH3:6])[c:11]1[c:10]([OH:16])[c:9]([Br:8])[cH:14][c:13]([Br:15])[cH:12]1.